This data is from the Open Reaction Database (ORD), a public repository of structured organic reaction records. The task is: describe an organic reaction: reactants, conditions, products, and yield Reactants: N#Cc1ccc(F)c2ccccc12, C1CCC2=NCCCN2CC1, CC1CCCCN1, c1ccncc1. RXN SMILES: [C:1](#[N:2])[c:3]1[cH:4][cH:5][c:6]([F:13])[c:7]2[cH:8][cH:9][cH:10][cH:11][c:12]12.[CH2:21]1[CH2:22][CH2:23][C:24]2=[N:29][CH2:28][CH2:27][CH2:26][N:25]2[CH2:30][CH2:31]1.[CH3:14][CH:15]1[NH:16][CH2:17][CH2:18][CH2:19][CH2:20]1.[cH:32]1[cH:33][cH:34][n:35][cH:36][cH:37]1>>[C:1](#[N:2])[c:3]1[cH:4][cH:5][c:6]([N:16]2[CH:15]([CH3:14])[CH2:20][CH2:19][CH2:18][CH2:17]2)[c:7]2[cH:8][cH:9][cH:10][cH:11][c:12]12. Yields the product CC1CCCCN1c1ccc(C#N)c2ccccc12. Reactants: BrC=1C=C2C=NN=C(C2=CC1)N1[C@H](COCC1)C ((S)-6-bromo-1-(3-methylmorpholino)phthalazine), B1(OC(C(O1)(C)C)(C)C)B2OC(C(O2)(C)C)(C)C (bis(pinacolato)diboron), C(C)(=O)[O-].[K+] (potassium acetate). Reagents/catalysts: C1=CC=C(C=C1)P([C-]2C=CC=C2)C3=CC=CC=C3.C1=CC=C(C=C1)P([C-]2C=CC=C2)C3=CC=CC=C3.Cl[Pd]Cl.[Fe+2] (1,1′-bis(diphenylphosphino)ferrocene-palladium dichloride). Run in CN(C)C=O (DMF), C(C)(=O)OCC (ethyl acetate). Conditions: temperature 85 celsius, time 18 hour. Yields the product C[C@H]1COCCN1C1=NN=CC2=CC(=CC=C12)B(O)O ((S)-1-(3-methylmorpholino)phthalazin-6-ylboronic acid). RXN SMILES: Br[C:2]1[CH:3]=[C:4]2[C:9](=[CH:10][CH:11]=1)[C:8]([N:12]1[CH2:17][CH2:16][O:15][CH2:14][C@@H:13]1[CH3:18])=[N:7][N:6]=[CH:5]2.[B:19]1(B2OC(C)(C)C(C)(C)O2)[O:23]C(C)(C)C(C)(C)[O:20]1.C([O-])(=O)C.[K+]>CN(C=O)C.C(OCC)(=O)C.C1C=CC(P(C2C=CC=CC=2)[C-]2C=CC=C2)=CC=1.C1C=CC(P(C2C=CC=CC=2)[C-]2C=CC=C2)=CC=1.Cl[Pd]Cl.[Fe+2]>[CH3:18][C@@H:13]1[N:12]([C:8]2[C:9]3[C:4](=[CH:3][C:2]([B:19]([OH:23])[OH:20])=[CH:11][CH:10]=3)[CH:5]=[N:6][N:7]=2)[CH2:17][CH2:16][O:15][CH2:14]1 |f:2.3,6.7.8.9|. Procedure: A mixture of (S)-6-bromo-1-(3-methylmorpholino)phthalazine (1.60 g, 5.2 mmol), bis(pinacolato)diboron (2.0 g, 7.8 mmol) and potassium acetate (2.5 g, 26 mmol) in DMF (25 mL) was degassed with N2 for 20 min. It was then treated with 1,1′-bis(diphenylphosphino)ferrocene-palladium dichloride (0.38 g, 0.52 mmol). The reaction mixture was stirred at 85° C. under nitrogen for 18 h. After cooling to ambient, the reaction mixture was diluted with ethyl acetate (50 mL, and filtered through a Celite® pad,...